From a dataset of the Open Reaction Database (ORD), a public repository of structured organic reaction records. describe an organic reaction: reactants, conditions, products, and yield Starting materials: [N+](=O)([O-])C1=CC=CC=2C(C3=CC=CC=C3C(C12)=O)=O (1-nitroanthraquinone), [N+](=O)([O-])C1=C(C=2C(C3=CC=CC=C3C(C2C=C1)=O)=O)[N+](=O)[O-] (dinitroanthraquinone). Yields the product C1=CC=CC=2C(C3=CC=CC=C3C(C12)=O)=O (anthraquinone). RXN SMILES: [N+]([C:4]1[C:17]2[C:16](=[O:18])[C:15]3[C:10](=[CH:11][CH:12]=[CH:13][CH:14]=3)[C:9](=[O:19])[C:8]=2[CH:7]=[CH:6][CH:5]=1)([O-])=O.[N+](C1C=CC2C(=O)C3C(=CC=CC=3)C(=O)C=2C=1[N+]([O-])=O)([O-])=O>>[CH:11]1[C:10]2[C:9](=[O:19])[C:8]3[C:17](=[CH:4][CH:5]=[CH:6][CH:7]=3)[C:16](=[O:18])[C:15]=2[CH:14]=[CH:13][CH:12]=1. Procedure details: In general the crude 1-nitroanthraquinone, which is contaminated by dinitroanthraquinone may be produced from anthraquinone by any of the known nitration methods, for example by nitration of anthraquinone in the presence of sulphuric acid or phosphoric acid or by nitration of anthraquinone with concentrated nitric acid alone; the last-named method can be carried out, for example, at -40° C to the boiling point of the reaction medium and in the presence of a great excess of nitric acid of at leas... Starting materials: S(O)(O)(=O)=O (sulfuric acid), C(C1=CC=CC=C1)(=O)OC(C(C=CO)=O)C(C)=O (4-benzoyloxy-1-hydroxy-1-hexene-3,5-dione), Cl (hydrochloric acid), C(CC)(=O)O (propionic acid), C(C(=O)O)(=O)O (oxalic acid). Run in C(=O)O (formic acid), C(C)(=O)O (acetic acid). The product is C(C1=CC=CC=C1)(=O)OC1=C(OC=CC1=O)C (3-benzoyloxy-2-methyl-4-pyrone). RXN SMILES: [C:1]([O:9][CH:10]([C:16](=[O:18])[CH3:17])[C:11](=[O:15])[CH:12]=[CH:13]O)(=[O:8])[C:2]1[CH:7]=[CH:6][CH:5]=[CH:4][CH:3]=1.C(O)(=O)CC.C(O)(=O)C(O)=O.Cl.S(=O)(=O)(O)O>C(O)(=O)C.C(O)=O>[C:1]([O:9][C:10]1[C:11](=[O:15])[CH:12]=[CH:13][O:18][C:16]=1[CH3:17])(=[O:8])[C:2]1[CH:3]=[CH:4][CH:5]=[CH:6][CH:7]=1. Reported procedure: said 4-benzoyloxy-1-hydroxy-1-hexene-3,5-dione is heated in an acid chosen from the group consisting of formic acid, acetic acid, propionic acid, oxalic acid, dilute hydrochloric acid and dilute sulfuric acid to form 3-benzoyloxy-2-methyl-4-pyrone, and, The reactants are C12(CC3CC(CC(C1)C3)C2)NC(=O)N (adamantyl urea), ClC(C(=O)OCC)C(=O)C(F)(F)F (ethyl 2-chloro-4,4,4-trifluoroacetoacetate). Product: C12(CC3CC(CC(C1)C3)C2)NC=2OC(=C(N2)C(F)(F)F)C(=O)OCC (Ethyl 2-(1-adamantanylamino)-4-(trifluoromethyl)-5-oxazolecarboxylate). Yield: 39.1%. Reaction SMILES: [C:1]12([NH:11][C:12]([NH2:14])=[O:13])[CH2:10][CH:5]3[CH2:6][CH:7]([CH2:9][CH:3]([CH2:4]3)[CH2:2]1)[CH2:8]2.Cl[CH:16]([C:22]([C:24]([F:27])([F:26])[F:25])=O)[C:17]([O:19][CH2:20][CH3:21])=[O:18]>>[C:1]12([NH:11][C:12]3[O:13][C:16]([C:17]([O:19][CH2:20][CH3:21])=[O:18])=[C:22]([C:24]([F:25])([F:27])[F:26])[N:14]=3)[CH2:10][CH:5]3[CH2:4][CH:3]([CH2:9][CH:7]([CH2:6]3)[CH2:8]1)[CH2:2]2. Reported procedure: By the procedure of Example 4, 11.6 g (60 mmol) of adamantyl urea was reacted with 10.9 g (50 mmol) of ethyl 2-chloro-4,4,4-trifluoroacetoacetate at 140°-150° C. for 24 hours. The product was separated and then recrystallized from methylcyclohexane to yield 7.0 g of a white solid product (m.p.=109°-111° C.) identified in Table I. RXN SMILES: [NH2:1][C:2]1[CH:3]=[CH:4][CH:5]=[C:6]2[C:10]=1[C:9](=[O:11])[N:8]([C:12]1[CH:17]=[CH:16][C:15]([C:18]([CH3:21])([CH3:20])[CH3:19])=[CH:14][CH:13]=1)[CH:7]2[CH3:22].[N:23]1[CH:28]=[CH:27][C:26]([CH:29]=O)=[CH:25][CH:24]=1.[BH-](OC(C)=O)(OC(C)=O)OC(C)=O.[Na+].Cl.C([O-])(O)=O.[Na+]>ClCCCl.CCOC(C)=O>[C:18]([C:15]1[CH:14]=[CH:13][C:12]([N:8]2[CH:7]([CH3:22])[C:6]3[C:10](=[C:2]([NH:1][CH2:29][C:26]4[CH:27]=[CH:28][N:23]=[CH:24][CH:25]=4)[CH:3]=[CH:4][CH:5]=3)[C:9]2=[O:11])=[CH:17][CH:16]=1)([CH3:21])([CH3:20])[CH3:19] |f:2.3,5.6|. The reactants are Cl (HCl), NC=1C=CC=C2C(N(C(C12)=O)C1=CC=C(C=C1)C(C)(C)C)C (7-amino-2-(4-tert-butyl-phenyl)-3-methyl-2,3-dihydro-isoindol-1-one), N1=CC=C(C=C1)C=O (4-pyridinecarboxaldehyde), [BH-](OC(=O)C)(OC(=O)C)OC(=O)C.[Na+] (NaBH(OAc)3), C(=O)(O)[O-].[Na+] (NaHCO3). Procedure details: The mixture of 7-amino-2-(4-tert-butyl-phenyl)-3-methyl-2,3-dihydro-isoindol-1-one (0.11 g, 0.37 mmol, Step G), 4-pyridinecarboxaldehyde (0.14 mL, 0.93 mmol), and NaBH(OAc)3 (0.41 g, 1.85 mmol) in 5 mL of 1,2-dichloroethane was stirred at RT for 48 h, and diluted with 20 mL of EtOAc. 1.0 N HCl (aq) was added to bring pH to 1-2. After stirring for 30 min, NaHCO3 (aq) was added to bring pH to 10. The organic portion was washed with brine, condensed, and the titled compound was obtained as a white ... Reaction conditions: time 48 hour. Product: C(C)(C)(C)C1=CC=C(C=C1)N1C(C2=C(C=CC=C2C1C)NCC1=CC=NC=C1)=O (2-(4-tert-butyl-phenyl)-3-methyl-7-[(pyridin-4-ylmethyl)-amino]-2,3-dihydro-isoindol-1-one). The solvent is ClCCCl (1,2-dichloroethane), CCOC(=O)C (EtOAc). The reactants are CC(C)(C)[Si](C)(C)Oc1ccc(CCO)cc1, CS(=O)(=O)Cl, CCN(C(C)C)C(C)C, ClCCl, [Na+], O=C([O-])O, O. The product is CC(C)(C)[Si](C)(C)Oc1ccc(CCOS(C)(=O)=O)cc1. As a reaction SMILES: [C:1]([CH3:2])([CH3:3])([CH3:4])[Si:5]([O:6][c:7]1[cH:8][cH:9][c:10]([CH2:13][CH2:14][OH:15])[cH:11][cH:12]1)([CH3:16])[CH3:17].[CH3:27][S:28]([Cl:29])(=[O:30])=[O:31].[CH:18]([N:19]([CH:20]([CH3:21])[CH3:22])[CH2:23][CH3:24])([CH3:25])[CH3:26].[Cl:37][CH2:38][Cl:39].[Na+:36].[O-:32][C:33]([OH:34])=[O:35].[OH2:40]>>[C:1]([CH3:2])([CH3:3])([CH3:4])[Si:5]([O:6][c:7]1[cH:8][cH:9][c:10]([CH2:13][CH2:14][O:15][S:28]([CH3:27])(=[O:30])=[O:31])[cH:11][cH:12]1)([CH3:16])[CH3:17]. Yields the product [C@H](C)(CC)NC=1C=C(C(=O)O)C=C(N1)N(C)S(=O)(=O)C1CC1 ((S)-2-sec-Butylamino-6-(cyclopropanesulfonyl-methylamino)-isonicotinic acid). The solvent is CO (methanol). The reactants are [OH-].[Na+] (NaOH), COC(C1=CC(=NC(=C1)N(C)S(=O)(=O)C1CC1)N[C@@H](C)CC)=O ((S)-2-sec-butylamino-6-(cyclopropanesulfonyl-methylamino)-isonicotinic acid methyl ester), Cl (HCl). Reported procedure: Dissolve (S)-2-sec-butylamino-6-(cyclopropanesulfonyl-methylamino)-isonicotinic acid methyl ester (600 mg, 1.97 mmol) in methanol (18 mL). Slowly add 2 N NaOH (3 mL) and stir overnight at room temperature. Acidify the mixture to about pH=6 with 5 N HCl and concentrate. Dilute with ethyl acetate (30 mL) and wash the organic layer with saturated aqueous sodium chloride solution, dry (magnesium sulfate) and concentrate to give the title compound. Reaction SMILES: C[O:2][C:3](=[O:23])[C:4]1[CH:9]=[C:8]([N:10]([S:12]([CH:15]2[CH2:17][CH2:16]2)(=[O:14])=[O:13])[CH3:11])[N:7]=[C:6]([NH:18][C@H:19]([CH2:21][CH3:22])[CH3:20])[CH:5]=1.[OH-].[Na+].Cl>CO>[C@@H:19]([NH:18][C:6]1[CH:5]=[C:4]([CH:9]=[C:8]([N:10]([S:12]([CH:15]2[CH2:16][CH2:17]2)(=[O:13])=[O:14])[CH3:11])[N:7]=1)[C:3]([OH:23])=[O:2])([CH2:21][CH3:22])[CH3:20] |f:1.2|.